The task is: describe an organic reaction: reactants, conditions, products, and yield. This data is from the Open Reaction Database (ORD), a public repository of structured organic reaction records. Starting materials: C(C)O[C@H](C(=O)OC)CC1=CC=C(C=C1)C1=NC(=CC=C1)N(C(=O)OC1=CC=C(C=C1)[N+](=O)[O-])C (methyl 2(S)-ethoxy-3-(4-{6-[methyl-(4-nitrophenoxycarbonyl)amino]pyrid-2-yl}phenyl)propanoate), CN(C=O)C (dimethylformamide), C(CCCC)N (pentylamine). The solvent is O (water). Product: C(C)O[C@H](C(=O)OC)CC1=CC=C(C=C1)C1=NC(=CC=C1)N(C(=O)NCCCCC)C (methyl 2(S)-ethoxy-3-{4-[6-(1-methyl-3-pentylureido)pyrid-2-yl]phenyl}propanoate). The yield is 74.4%. As a reaction SMILES: [CH2:1]([O:3][C@@H:4]([CH2:9][C:10]1[CH:15]=[CH:14][C:13]([C:16]2[CH:21]=[CH:20][CH:19]=[C:18]([N:22]([CH3:35])[C:23](OC3C=CC([N+]([O-])=O)=CC=3)=[O:24])[N:17]=2)=[CH:12][CH:11]=1)[C:5]([O:7][CH3:8])=[O:6])[CH3:2].CN(C)C=O.[CH2:41]([NH2:46])[CH2:42][CH2:43][CH2:44][CH3:45]>O>[CH2:1]([O:3][C@@H:4]([CH2:9][C:10]1[CH:11]=[CH:12][C:13]([C:16]2[CH:21]=[CH:20][CH:19]=[C:18]([N:22]([CH3:35])[C:23]([NH:46][CH2:41][CH2:42][CH2:43][CH2:44][CH3:45])=[O:24])[N:17]=2)=[CH:14][CH:15]=1)[C:5]([O:7][CH3:8])=[O:6])[CH3:2]. Procedure: 0.65 g (1.1 mmol) of methyl 2(S)-ethoxy-3-(4-{6-[methyl-(4-nitrophenoxycarbonyl)amino]pyrid-2-yl}phenyl)propanoate, 12 ml of dimethylformamide and 1 ml (8.8 mmol) of pentylamine are heated at 80° C. for 18 hours. After addition of water, the reaction medium is extracted with ethyl acetate. The ethyl acetate phase is dried over magnesium sulfate, filtered and evaporated. The residue obtained is purified by thin-layer chromatography on silica eluted with a 7/3 and then 6/4 heptane/ethyl acetate mi...